The task is: describe an organic reaction: reactants, conditions, products, and yield. This data is from the Open Reaction Database (ORD), a public repository of structured organic reaction records. Reactants: C(C)(=O)O[BH-](OC(C)=O)OC(C)=O.[Na+] (sodium triacetoxyborohydride), COC1=C(C=O)C=C(C=C1)OC(F)(F)F (2-methoxy-5-trifluoromethoxy benzaldehyde), C(C)(=O)O[BH-](OC(C)=O)OC(C)=O.[Na+] (Sodium triacetoxyborohydride), NC=1C(=NC=CC1)Cl (3-amino-2-chloropyridine). Run in C(C)(=O)O (acetic acid). Conditions: temperature 25 celsius, time 5 minute. Yields the product ClC1=NC=CC=C1NCC1=C(C=CC(=C1)OC(F)(F)F)OC (2-Chloro-3-(2-methoxy-5-trifluoromethoxy benzylamino) pyridine). As a reaction SMILES: [NH2:1][C:2]1[C:3]([Cl:8])=[N:4][CH:5]=[CH:6][CH:7]=1.[CH3:9][O:10][C:11]1[CH:18]=[CH:17][C:16]([O:19][C:20]([F:23])([F:22])[F:21])=[CH:15][C:12]=1[CH:13]=O.C(O[BH-](OC(=O)C)OC(=O)C)(=O)C.[Na+]>C(O)(=O)C>[Cl:8][C:3]1[C:2]([NH:1][CH2:13][C:12]2[CH:15]=[C:16]([O:19][C:20]([F:21])([F:22])[F:23])[CH:17]=[CH:18][C:11]=2[O:10][CH3:9])=[CH:7][CH:6]=[CH:5][N:4]=1 |f:2.3|. Procedure details: To a 75 mL 3-necked round bottom flask fitted with mechanical stirrer, thermometer, addition funnel, and nitrogen inlet, were charged 29 mL acetic acid and 1.45 grams (11.3 mmoles) 3-amino-2-chloropyridine. The mixture was agitated for 5 minutes at 25° C. for dissolution. To the resulting solution was added 3.10 grams (14.1 mmoles/1.25 equivalents) of 2-methoxy-5-trifluoromethoxy benzaldehyde. Sodium triacetoxyborohydride, (4.79 grams, 22.6 mmoles, 2.0 equivalents) was added in portions while ma...